Dataset: the Open Reaction Database (ORD), a public repository of structured organic reaction records. Task: describe an organic reaction: reactants, conditions, products, and yield Starting materials: N (ammonia), C1(=C(C=CC=C1)N)N (o-phenylenediamine), COCCC(=O)O (3-methoxypropionic acid), (1948)]and, Cl (hydrochloric acid). Product: COCCC=1NC2=C(N1)C=CC=C2 (2-(2-methoxyethyl)benzimidazole). Isolated yield 91.8%. Reaction SMILES: [C:1]1([NH2:8])[CH:6]=[CH:5][CH:4]=[CH:3][C:2]=1[NH2:7].[CH3:9][O:10][CH2:11][CH2:12][C:13](O)=O.Cl.N>>[CH3:9][O:10][CH2:11][CH2:12][C:13]1[NH:7][C:2]2[CH:3]=[CH:4][CH:5]=[CH:6][C:1]=2[N:8]=1. Procedure: A mixture of 3.17 g (29.3 mmols) of o-phenylenediamine, 3.75 g (36.0 mmols) of 3-methoxypropionic acid [J. Am. Chem. Soc., 70, 1004 (1948)]and 32 ml of a 4 normal aqueous hydrochloric acid solution was heated under reflux for 14 hours. After cooling, the mixture was neutralized with a 28-30% aqueous ammonia solution. The mixture was concentrated under reduced pressure, and the residue was purified by silica gel column chromatography (eluent: chloroform/methanol =20/1) to afford 4.74 g (yield: 92... Reactants: O=C1N(C(C2=CC=CC=C12)=O)CCCOC=1C=C(C(=O)N2CCCCC2)C=CC1 (1-[3-[3-(1,3-dihydro-1,3-dioxo-2H-isoindol-2-yl)propoxy]benzoyl]piperidine), NN (hydrazine). The solvent is C(C)O (ethanol). Reaction conditions: time 1 hour. The product is NCCCOC=1C=C(C=CC1)C(=O)N1CCCCC1 (1-[[3-[3-aminopropoxy)phenyl]carbonyl]piperidine). Reaction SMILES: O=C1C2C(=CC=CC=2)C(=O)[N:3]1[CH2:12][CH2:13][CH2:14][O:15][C:16]1[CH:17]=[C:18]([CH:27]=[CH:28][CH:29]=1)[C:19]([N:21]1[CH2:26][CH2:25][CH2:24][CH2:23][CH2:22]1)=[O:20].NN>C(O)C>[NH2:3][CH2:12][CH2:13][CH2:14][O:15][C:16]1[CH:17]=[C:18]([C:19]([N:21]2[CH2:26][CH2:25][CH2:24][CH2:23][CH2:22]2)=[O:20])[CH:27]=[CH:28][CH:29]=1. Reported procedure: To a warm solution of 0.5 g. of 1-[3-[3-(1,3-dihydro-1,3-dioxo-2H-isoindol-2-yl)propoxy]benzoyl]piperidine in 20 ml. of absolute ethanol is added 1 ml. of hydrazine. The mixture is stirred at room temperature for 1 hour and is filtered. The filtrate is allowed to stand at room temperature for 18 hours and again is filtered. The filtrate is evaporated in a rotary evaporator and the residue is partitioned between 50 ml. of ether and 50 ml. of water. The ether layer is dried over magnesium sulfate,...